From a dataset of the Open Reaction Database (ORD), a public repository of structured organic reaction records. describe an organic reaction: reactants, conditions, products, and yield The reactants are COC(CC1=CC(=C(C=C1)OC)OC)=O (3,4-dimethoxyphenyl acetic acid methyl ester), [Na] (sodium), BrCCCCC[Si](C)(C)C(C)(C)C ((5-bromopentyl)(1,1-dimethylethyl)dimethyl silane). Solvent: C(C)OCC (diethyl ether), O (water), O1CCCC1 (tetrahydrofuran). Reaction conditions: temperature -78 celsius, time 5 minute. The product is COC(C(C1=CC(=C(C=C1)OC)OC)CCCCCO[Si](C)(C)C(C)(C)C)=O (α-[5-[[(1,1-Dimethylethyl)dimethylsilyl]oxy]pentyl]-3,4-dimethoxybenzeneacetic acid methyl ester). Yield: 111.9%. RXN SMILES: [CH3:1][O:2][C:3](=[O:15])[CH2:4][C:5]1[CH:10]=[CH:9][C:8]([O:11][CH3:12])=[C:7]([O:13][CH3:14])[CH:6]=1.[Na].BrCCCCC[Si:23]([C:26]([CH3:29])([CH3:28])[CH3:27])([CH3:25])[CH3:24]>O1CCCC1.C(OCC)C.O>[CH3:1][O:2][C:3](=[O:15])[CH:4]([CH2:7][CH2:6][CH2:5][CH2:4][CH2:3][O:2][Si:23]([C:26]([CH3:27])([CH3:28])[CH3:29])([CH3:24])[CH3:25])[C:5]1[CH:10]=[CH:9][C:8]([O:11][CH3:12])=[C:7]([O:13][CH3:14])[CH:6]=1 |^1:15|. Procedure: To a solution, -78° C. under argon, of 2.38 g of 3,4-dimethoxyphenyl acetic acid methyl ester in 30 ml of tetrahydrofuran is added 12.45 ml of 1.0M sodium hexamethylsidilazide. The solution is stirred at -78° C. for 5 minutes and then warmed to 0° C. for 1 hour. To this solution is added 3.5 g of (5-bromopentyl)(1,1-dimethylethyl)dimethyl silane. The reaction mixture is allowed to warm to room temperature and stirred for 12 hours. The mixture is diluted with diethyl ether and water, the layers a... Starting materials: CS(=O)(=O)Cl, ClCCl, CCN1c2ncc(CCc3ccc(N)cc3)cc2C(=O)N(C)c2ccc(Cl)nc21, c1ccncc1. The product is CCN1c2ncc(CCc3ccc(NS(C)(=O)=O)cc3)cc2C(=O)N(C)c2ccc(Cl)nc21. Reaction SMILES: [CH3:36][S:37]([Cl:38])(=[O:39])=[O:40].[Cl:41][CH2:42][Cl:43].[NH2:1][c:2]1[cH:3][cH:4][c:5]([CH2:8][CH2:9][c:10]2[cH:11][c:12]3[c:13]([n:28][cH:29]2)[N:14]([CH2:26][CH3:27])[c:15]2[c:16]([cH:21][cH:22][c:23]([Cl:25])[n:24]2)[N:17]([CH3:20])[C:18]3=[O:19])[cH:6][cH:7]1.[cH:30]1[cH:31][cH:32][n:33][cH:34][cH:35]1>>[NH:1]([c:2]1[cH:3][cH:4][c:5]([CH2:8][CH2:9][c:10]2[cH:11][c:12]3[c:13]([n:28][cH:29]2)[N:14]([CH2:26][CH3:27])[c:15]2[c:16]([cH:21][cH:22][c:23]([Cl:25])[n:24]2)[N:17]([CH3:20])[C:18]3=[O:19])[cH:6][cH:7]1)[S:37]([CH3:36])(=[O:39])=[O:40]. The reactants are CO.Cl (methanol hydrochloric acid), C=CC1=CC=CC=C1 (styrene), C(C(=C)C)(=O)OC (methyl methacrylate), methylaluminoxane, Example 1 ( 1 ). The reagents and catalysts are C[O-].C[O-].C[O-].C[Ti](C1C=CC=C1)(C)(C)(C)C (pentamethylcyclopentadienyltitanium trimethoxide). Solvent: CO (methanol). Conditions: temperature 40 celsius, time 30 minute. The product is CC(=C)C(=O)OC.C=CC1=CC=CC=C1 (Styrene-Methyl Methacrylate Copolymer). Reaction SMILES: [CH2:1]=[CH:2][C:3]1[CH:8]=[CH:7][CH:6]=[CH:5][CH:4]=1.[C:9]([O:14][CH3:15])(=[O:13])[C:10]([CH3:12])=[CH2:11].CO.Cl>C[O-].C[O-].C[O-].C[Ti](C)(C)(C)(C)C1C=CC=C1.CO>[CH3:12][C:10]([C:9]([O:14][CH3:15])=[O:13])=[CH2:11].[CH2:1]=[CH:2][C:3]1[CH:8]=[CH:7][CH:6]=[CH:5][CH:4]=1 |f:2.3,4.5.6.7,9.10|. Procedure details: In a 0.5-liter reactor equipped with a stirrer were placed 100 ml of styrene and 10.0 mmol as aluminum atom of methylaluminoxane obtained in the above Example 1 (1), and the resultant was stirred at the polymerization temperature of 40° C. for 30 minutes. Subsequently, 0.05 mmol as titanium atom of pentamethylcyclopentadienyltitanium trimethoxide was added, followed by 100 ml of methyl methacrylate. Then, polymerization was carried out at 70° C. for 4 hours with stirring. After the reaction was ... Reactants: CCOC(C)=O, COc1ccc(C(=CC=CC(=O)Oc2ccc([N+](=O)[O-])cc2)c2ccccc2OC)cc1, C1CCOC1, NCCCCc1cccnc1. Yields the product COc1ccc(C(=CC=CC(=O)NCCCCc2cccnc2)c2ccccc2OC)cc1. Reaction SMILES: [CH3:44][CH2:45][O:46][C:47](=[O:48])[CH3:49].[N+:1]([c:2]1[cH:3][cH:4][c:5]([O:10][C:11](=[O:6])[CH:12]=[CH:13][CH:14]=[C:15]([c:16]2[cH:17][cH:18][c:19]([O:22][CH3:23])[cH:20][cH:21]2)[c:24]2[c:25]([O:30][CH3:31])[cH:26][cH:27][cH:28][cH:29]2)[cH:7][cH:8]1)([O-:9])=[O:32].[O:50]1[CH2:51][CH2:52][CH2:53][CH2:54]1.[n:33]1[cH:34][c:35]([CH2:39][CH2:40][CH2:41][CH2:42][NH2:43])[cH:36][cH:37][cH:38]1>>[O:10]=[C:11]([CH:12]=[CH:13][CH:14]=[C:15]([c:16]1[cH:17][cH:18][c:19]([O:22][CH3:23])[cH:20][cH:21]1)[c:24]1[c:25]([O:30][CH3:31])[cH:26][cH:27][cH:28][cH:29]1)[NH:43][CH2:42][CH2:41][CH2:40][CH2:39][c:35]1[cH:34][n:33][cH:38][cH:37][cH:36]1. Starting materials: [N+](=O)([O-])C=1C=CC2=C(C(OC(=N2)OCC)=O)C1C (6-nitro-5-methyl-2-ethoxy-3,1-benzoxazin-4-one). Reagents/catalysts: [Pd] (Pd/C). Run in C(C)(=O)OCC (ethyl acetate). Reaction conditions: time 5 hour. The product is NC=1C=CC2=C(C(OC(=N2)OCC)=O)C1C (6-amino-5-methyl-2-ethoxy-3,1-benzoxazin-4-one). Yield: 71.0%. As a reaction SMILES: [N+:1]([C:4]1[CH:5]=[CH:6][C:7]2[N:12]=[C:11]([O:13][CH2:14][CH3:15])[O:10][C:9](=[O:16])[C:8]=2[C:17]=1[CH3:18])([O-])=O>C(OCC)(=O)C.[Pd]>[NH2:1][C:4]1[CH:5]=[CH:6][C:7]2[N:12]=[C:11]([O:13][CH2:14][CH3:15])[O:10][C:9](=[O:16])[C:8]=2[C:17]=1[CH3:18]. Reported procedure: A solution of 4.0 g (16 mmoles) of 6-nitro-5-methyl-2-ethoxy-3,1-benzoxazin-4-one in 65 mL ethyl acetate was transferred to a Parr bottle. 1.0 g (0.94 mmoles) 10% Pd/C catalyst (obtained from Matheson, Coleman & Bell) was added. The sample was hydrogenated on a Parr shaker at ambient room temperature and 1 atm pressure for 5 hours. The catalyst was removed by filtration through a pad of Celite. The filtrate was concentrated in vacuo to produce a bright yellow solid. There was obtained 2.5 g (71%... Reactants: C(C1=CC=CC=C1)N(C[C@@H](COC1=CC=CC=C1)O)C1CC2=C(CCC1)C(=CC=C2)OCC(=O)OCC ((2S)-1-[N-benzyl-(1-ethoxycarbonylmethoxy-6,7,8,9-tetrahydro-5H-benzocyclohepten-6-yl)amino]-3-phenoxy-2-propanol), [H][H] (hydrogen). Reagents/catalysts: [Pd] (Pd/C). Solvent: CO (methanol). The product is C(C)OC(=O)COC1=CC=CC2=C1CCCC(C2)NC[C@@H](COC2=CC=CC=C2)O ((2S)-1-[(1-ethoxycarbonylmethoxy-6,7,8,9-tetrahydro-5H-benzocyclohepten-6-yl)amino]-3-phenoxy-2-propanol). The yield is 80.8%. As a reaction SMILES: C([N:8]([CH:20]1[CH2:26][CH2:25][CH2:24][C:23]2[C:27]([O:31][CH2:32][C:33]([O:35][CH2:36][CH3:37])=[O:34])=[CH:28][CH:29]=[CH:30][C:22]=2[CH2:21]1)[CH2:9][C@H:10]([OH:19])[CH2:11][O:12][C:13]1[CH:18]=[CH:17][CH:16]=[CH:15][CH:14]=1)C1C=CC=CC=1.[H][H]>CO.[Pd]>[CH2:36]([O:35][C:33]([CH2:32][O:31][C:27]1[C:23]2[CH2:24][CH2:25][CH2:26][CH:20]([NH:8][CH2:9][C@H:10]([OH:19])[CH2:11][O:12][C:13]3[CH:14]=[CH:15][CH:16]=[CH:17][CH:18]=3)[CH2:21][C:22]=2[CH:30]=[CH:29][CH:28]=1)=[O:34])[CH3:37]. Reported procedure: A mixture of (2S)-1-[N-benzyl-(1-ethoxycarbonylmethoxy-6,7,8,9-tetrahydro-5H-benzocyclohepten-6-yl)amino]-3-phenoxy-2-propanol (0.55 g) and 10% Pd/C (50% wet, 150 mg) in methanol (6 ml) was stirred at room temperature in the presence of hydrogen at an atmospheric pressure for 4 hours and filtered. The filtrate was evaporated in vacuo and the residue was chromatographed (chloroform-ethanol) over silica gel (8 g) to afford (2S)-1-[(1-ethoxycarbonylmethoxy-6,7,8,9-tetrahydro-5H-benzocyclohepten-6-y... The reactants are C(C)O (ethanol), COC(COC1=C(C=C(C=C1)OCC=1SC=C(N1)C1=C(C=CC=C1)Br)C)=O ({4-[4-(2-Bromo-phenyl)-thiazol-2-ylmethoxy]-2-methyl-phenoxy}-acetic acid methyl ester), C1(CC1)B(O)O (cyclopropylboronic acid), C([O-])([O-])=O.[Na+].[Na+] (sodium carbonate). Reagents/catalysts: C=1C=CC(=CC1)[P](C=2C=CC=CC2)(C=3C=CC=CC3)[Pd]([P](C=4C=CC=CC4)(C=5C=CC=CC5)C=6C=CC=CC6)([P](C=7C=CC=CC7)(C=8C=CC=CC8)C=9C=CC=CC9)[P](C=1C=CC=CC1)(C=1C=CC=CC1)C=1C=CC=CC1 (Pd(PPh3)4). Run in O (water), COCCOC (1,2-dimethoxyethane). Yields the product C1(CC1)C1=C(C=CC=C1)C=1N=C(SC1)COC1=CC(=C(OCC(=O)OC)C=C1)C (methyl 2-(4-((4-(2-cyclopropylphenyl)thiazol-2-yl)methoxy)-2-methylphenoxy)acetate). As a reaction SMILES: [CH3:1][O:2][C:3](=[O:27])[CH2:4][O:5][C:6]1[CH:11]=[CH:10][C:9]([O:12][CH2:13][C:14]2[S:15][CH:16]=[C:17]([C:19]3[CH:24]=[CH:23][CH:22]=[CH:21][C:20]=3Br)[N:18]=2)=[CH:8][C:7]=1[CH3:26].[CH:28]1(B(O)O)[CH2:30][CH2:29]1.C(=O)([O-])[O-].[Na+].[Na+].C(O)C>O.C1C=CC([P]([Pd]([P](C2C=CC=CC=2)(C2C=CC=CC=2)C2C=CC=CC=2)([P](C2C=CC=CC=2)(C2C=CC=CC=2)C2C=CC=CC=2)[P](C2C=CC=CC=2)(C2C=CC=CC=2)C2C=CC=CC=2)(C2C=CC=CC=2)C2C=CC=CC=2)=CC=1.COCCOC>[CH:28]1([C:20]2[CH:21]=[CH:22][CH:23]=[CH:24][C:19]=2[C:17]2[N:18]=[C:14]([CH2:13][O:12][C:9]3[CH:10]=[CH:11][C:6]([O:5][CH2:4][C:3]([O:2][CH3:1])=[O:27])=[C:7]([CH3:26])[CH:8]=3)[S:15][CH:16]=2)[CH2:30][CH2:29]1 |f:2.3.4,^1:47,49,68,87|. Procedure: {4-[4-(2-Bromo-phenyl)-thiazol-2-ylmethoxy]-2-methyl-phenoxy}-acetic acid methyl ester (30 mg, 0.067 mmol), cyclopropylboronic acid (6.9 mg, 0.080 mmol) and sodium carbonate (21 mg, 0.20 mmol) are dissolved in water (120 μL), ethanol (90 μL) and 1,2-dimethoxyethane (360 μL). Pd(PPh3)4 (10 mol %) is added, and the mixture is subjected to microwave (180° C.) for 5 min in a sealed tube to give crude methyl 2-(4-((4-(2-cyclopropylphenyl)thiazol-2-yl)methoxy)-2-methylphenoxy)acetate, which is used wi...